This data is from the Open Reaction Database (ORD), a public repository of structured organic reaction records. The task is: describe an organic reaction: reactants, conditions, products, and yield Starting materials: CN, CCO, CCOC(=O)Cc1cccc2c(C(C)C)nccc12. Yields the product CNC(=O)Cc1cccc2c(C(C)C)nccc12. As a reaction SMILES: [CH3:20][NH2:21].[CH3:22][CH2:23][OH:24].[CH:1]([CH3:2])([CH3:3])[c:4]1[n:5][cH:6][cH:7][c:8]2[c:9]([CH2:14][C:15]([O:17][CH2:16][CH3:18])=[O:19])[cH:10][cH:11][cH:12][c:13]12>>[CH:1]([CH3:2])([CH3:3])[c:4]1[n:5][cH:6][cH:7][c:8]2[c:9]([CH2:14][C:15](=[O:17])[NH:21][CH3:20])[cH:10][cH:11][cH:12][c:13]12. The reactants are C1COCCO1, Cl, CC(C)c1csc(C=Cc2ccn3c(=O)c(C=CC(=O)OC(C)(C)C)c(N4CCCC(O)C4)nc3c2)n1. The product is CC(C)c1csc(C=Cc2ccn3c(=O)c(C=CC(=O)O)c(N4CCCC(O)C4)nc3c2)n1. As a reaction SMILES: [CH2:39]1[O:40][CH2:41][CH2:42][O:43][CH2:44]1.[ClH:38].[OH:1][CH:2]1[CH2:3][N:4]([c:8]2[n:9][c:10]3[n:11]([c:12](=[O:23])[c:13]2[CH:14]=[CH:15][C:16](=[O:17])[O:18][C:19]([CH3:20])([CH3:21])[CH3:22])[cH:24][cH:25][c:26]([CH:28]=[CH:29][c:30]2[s:31][cH:32][c:33]([CH:35]([CH3:36])[CH3:37])[n:34]2)[cH:27]3)[CH2:5][CH2:6][CH2:7]1>>[OH:1][CH:2]1[CH2:3][N:4]([c:8]2[n:9][c:10]3[n:11]([c:12](=[O:23])[c:13]2[CH:14]=[CH:15][C:16](=[O:17])[OH:18])[cH:24][cH:25][c:26]([CH:28]=[CH:29][c:30]2[s:31][cH:32][c:33]([CH:35]([CH3:36])[CH3:37])[n:34]2)[cH:27]3)[CH2:5][CH2:6][CH2:7]1.